From a dataset of the Open Reaction Database (ORD), a public repository of structured organic reaction records. describe an organic reaction: reactants, conditions, products, and yield Reactants: BrC1=CC=C2N=CC(=NC2=C1)NC1=NN(C=C1)C (7-bromo-N-(1-methyl-1H-pyrazol-3-yl)-2-quinoxalinamine), CC1(OB(OC1(C)C)C=1C=C(C=NC1)NS(=O)(=O)C1=CC=CC=C1)C (N-[5-(4,4,5,5-tetramethyl-1,3,2-dioxaborolan-2-yl)-3-pyridinyl]benzenesulfonamide), solution, C([O-])([O-])=O.[K+].[K+] (potassium carbonate). Run in O1CCOCC1 (1,4-dioxane). Product: CN1N=C(C=C1)NC=1C=NC2=CC=C(C=C2N1)C=1C=C(C=NC1)NS(=O)(=O)C1=CC=CC=C1 (N-(5-{3-[(1-methyl-1H-pyrazol-3-yl)amino]-6-quinoxalinyl}-3-pyridinyl)benzenesulfonamide). Yield: 47.9%. As a reaction SMILES: Br[C:2]1[CH:11]=[C:10]2[C:5]([N:6]=[CH:7][C:8]([NH:12][C:13]3[CH:17]=[CH:16][N:15]([CH3:18])[N:14]=3)=[N:9]2)=[CH:4][CH:3]=1.CC1(C)C(C)(C)OB([C:27]2[CH:28]=[C:29]([NH:33][S:34]([C:37]3[CH:42]=[CH:41][CH:40]=[CH:39][CH:38]=3)(=[O:36])=[O:35])[CH:30]=[N:31][CH:32]=2)O1.C(=O)([O-])[O-].[K+].[K+]>O1CCOCC1>[CH3:18][N:15]1[CH:16]=[CH:17][C:13]([NH:12][C:8]2[CH:7]=[N:6][C:5]3[C:10]([N:9]=2)=[CH:11][C:2]([C:27]2[CH:28]=[C:29]([NH:33][S:34]([C:37]4[CH:38]=[CH:39][CH:40]=[CH:41][CH:42]=4)(=[O:35])=[O:36])[CH:30]=[N:31][CH:32]=2)=[CH:3][CH:4]=3)=[N:14]1 |f:2.3.4|. Procedure: A slurry of 7-bromo-N-(1-methyl-1H-pyrazol-3-yl)-2-quinoxalinamine (0.37 mmol), N-[5-(4,4,5,5-tetramethyl-1,3,2-dioxaborolan-2-yl)-3-pyridinyl]benzenesulfonamide (0.55 mmol), and [1,1′-bis(diphenylphosphino)ferrocene]dichloropalladium(II) dichloromethane complex (1:1) (0.03 mmol) in 1,4-dioxane (4 ml) and 2M solution potassium carbonate (2 ml) was stirred at 100° C. for 2 hours. The reaction was cooled to ambient temperature, separated the organic layer and purified directly on silica by column ... The reactants are Cc1cc(C)c(CBr)c(C)c1, ClCCl, Nc1ncccc1O, [Na+], [OH-], O. Product: Cc1cc(C)c(COc2cccnc2N)c(C)c1. As a reaction SMILES: [CH3:14][c:15]1[c:16]([CH2:17][Br:18])[c:19]([CH3:24])[cH:20][c:21]([CH3:23])[cH:22]1.[Cl:9][CH2:10][Cl:11].[NH2:1][c:2]1[n:3][cH:4][cH:5][cH:6][c:7]1[OH:8].[Na+:13].[OH-:12].[OH2:25]>>[NH2:1][c:2]1[n:3][cH:4][cH:5][cH:6][c:7]1[O:8][CH2:17][c:16]1[c:15]([CH3:14])[cH:22][c:21]([CH3:23])[cH:20][c:19]1[CH3:24]. The reactants are CS(C)=O, O=C(OCCOc1ccccc1)c1ccc(CCl)cc1, Cc1nn(C)c(Oc2ccc(F)cc2)c1C=NO, [K+], [OH-], O. Product: Cc1nn(C)c(Oc2ccc(F)cc2)c1C=NOCc1ccc(C(=O)OCCOc2ccccc2)cc1. Reaction SMILES: [CH3:42][S:43](=[O:44])[CH3:45].[Cl:21][CH2:22][c:23]1[cH:24][cH:25][c:26]([C:27](=[O:28])[O:29][CH2:30][CH2:31][O:32][c:33]2[cH:34][cH:35][cH:36][cH:37][cH:38]2)[cH:39][cH:40]1.[F:1][c:2]1[cH:3][cH:4][c:5]([O:6][c:7]2[c:8]([CH:14]=[N:15][OH:16])[c:9]([CH3:13])[n:10][n:11]2[CH3:12])[cH:17][cH:18]1.[K+:20].[OH-:19].[OH2:41]>>[F:1][c:2]1[cH:3][cH:4][c:5]([O:6][c:7]2[c:8]([CH:14]=[N:15][O:16][CH2:22][c:23]3[cH:24][cH:25][c:26]([C:27](=[O:28])[O:29][CH2:30][CH2:31][O:32][c:33]4[cH:34][cH:35][cH:36][cH:37][cH:38]4)[cH:39][cH:40]3)[c:9]([CH3:13])[n:10][n:11]2[CH3:12])[cH:17][cH:18]1. Procedure details: N-{3-[5-Methyl-3-[(2-(N-methyl-N-(1-methyl-4-piperidinyl)aminosulfonyl)phenylsulfonyloxy]phenoxy]propoxy}guanidine dihydrochloride: The title compound was prepared in 76% yield from N-{3-[5-methyl-3-[(2-(N-methyl-N-(1-methyl-4-piperidinyl)aminosulfonyl)phenylsulfonyloxy]phenoxy]propoxy}phthalimide, as prepared in the preceding step, in a manner analogous to step f of Example 1. 1H-NMR (300 MHz, DMSO-d6) δ 8.25 (d, J=7.9 Hz, 1H), 8.15 (d, J=7.9 Hz, 1H), 8.02 (t, J=7.6 Hz, 1H), 7.89 (t, J=7.7 Hz, ... Starting materials: Cl.Cl.CC=1C=CC(=C(OCCCONC(N)=N)C1)OS(=O)(=O)C1=C(C=CC=C1)S(=O)(=O)N(C1CCN(CC1)C)C (3-[5-Methyl-3-[(2-(N-methyl-N-(1-methyl-4-piperidinyl)aminosulfonyl)phenylsulfonyloxy]phenoxy]propoxy}guanidine dihydrochloride), CC=1C=CC(=C(OCCCOC2=C3C(C(=O)NC3=O)=CC=C2)C1)OS(=O)(=O)C1=C(C=CC=C1)S(=O)(=O)N(C1CCN(CC1)C)C (3-[5-methyl-3-[(2-(N-methyl-N-(1-methyl-4-piperidinyl)aminosulfonyl)phenylsulfonyloxy]phenoxy]propoxy}phthalimide), C(#N)C(C(=O)O)=CC1=CC=C(C=C1)O (α-cyano-4-hydroxycinnamic acid). RXN SMILES: Cl.Cl.[CH3:3][C:4]1[CH:5]=[CH:6][C:7](OS(C2C=CC=CC=2S(N(C)C2CCN(C)CC2)(=O)=O)(=O)=O)=[C:8]([CH:18]=1)[O:9][CH2:10][CH2:11][CH2:12][O:13][NH:14][C:15](=[NH:17])[NH2:16].CC1C=CC([O:64][S:65]([C:68]2[CH:73]=[CH:72][CH:71]=[CH:70][C:69]=2[S:74]([N:77]([CH3:85])[CH:78]2[CH2:83][CH2:82][N:81]([CH3:84])[CH2:80][CH2:79]2)(=[O:76])=[O:75])(=[O:67])=[O:66])=C(C=1)OCCCOC1C=CC=C2C(NC(=O)C=12)=O.C(C(=CC1C=CC(O)=CC=1)C(O)=O)#N>>[CH3:3][C:4]1[CH:5]=[C:6]([O:64][S:65]([C:68]2[CH:73]=[CH:72][CH:71]=[CH:70][C:69]=2[S:74]([N:77]([CH3:85])[CH:78]2[CH2:83][CH2:82][N:81]([CH3:84])[CH2:80][CH2:79]2)(=[O:75])=[O:76])(=[O:67])=[O:66])[CH:7]=[C:8]([CH:18]=1)[O:9][CH2:10][CH2:11][CH2:12][O:13][NH:14][C:15]([NH2:17])=[NH:16] |f:0.1.2|. Product: CC=1C=C(C=C(OCCCONC(=N)N)C1)OS(=O)(=O)C1=C(C=CC=C1)S(=O)(=O)N(C1CCN(CC1)C)C ({3-[5-Methyl-3-(2-(N-methyl-N-(1-methyl-4-piperidinyl)aminosulfonyl)phenylsulfonyloxy)phenoxy]propoxy}guanidine). Isolated yield 76.0%. Reactants: C(CCC)O (butan-1-ol), BrCCCCCCBr (1,6 dibromohexane), [OH-].[Na+] (sodium hydroxide). The reagents and catalysts are [Br-].C(CCC)[N+](CCCC)(CCCC)CCCC (tetrabutylammonium bromide). Solvent: O (water). Reaction conditions: time 2 day. Yields the product BrC=1C=C(C=CC1)CCCCOCCCCCCBr (6-Bromohexyl 4-(3-bromophenyl)butyl ether). RXN SMILES: [CH2:1]([OH:5])[CH2:2][CH2:3][CH3:4].Br[CH2:7][CH2:8][CH2:9][CH2:10][CH2:11][CH2:12][Br:13].[OH-].[Na+]>[Br-].C([N+](CCCC)(CCCC)CCCC)CCC.O>[Br:13][C:12]1[CH:7]=[C:8]([CH2:4][CH2:3][CH2:2][CH2:1][O:5][CH2:7][CH2:8][CH2:9][CH2:10][CH2:11][CH2:12][Br:13])[CH:9]=[CH:10][CH:11]=1 |f:2.3,4.5|. Reported procedure: A stirred mixture of 4-3-bromophenyl) butan-1-ol (18 g) (EP 0 995 752A1), 1,6 dibromohexane (48 ml), tetrabutylammonium bromide (1.5 g) and 50% aqueous sodium hydroxide solution (500 ml) was stirred for 2 days at ambient temperature. The mixture was poured into water (1000 ml) and extracted into ethyl acetate. The combined extracts were washed with water, dried (Na2SO4) and evaporated. The residual oil was purified on the biotage eluting with light petroleum (40-60° C.), and then light petroleum... Starting materials: Brc1cnc(I)nc1, C1CCOC1, [Li]CCCC, COc1cc(F)cc(F)c1, c1ccc(P(c2ccccc2)(c2ccccc2)[Pd](P(c2ccccc2)(c2ccccc2)c2ccccc2)(P(c2ccccc2)(c2ccccc2)c2ccccc2)P(c2ccccc2)(c2ccccc2)c2ccccc2)cc1. Product: COc1cc(F)c(-c2ncc(Br)cn2)c(F)c1. RXN SMILES: [Br:16][c:17]1[cH:18][n:19][c:20]([I:23])[n:21][cH:22]1.[CH2:24]1[O:25][CH2:26][CH2:27][CH2:28]1.[CH3:11][CH2:12][CH2:13][CH2:14][Li:15].[F:1][c:2]1[cH:3][c:4]([F:10])[cH:5][c:6]([O:8][CH3:9])[cH:7]1.[cH:29]1[cH:30][cH:31][c:32]([P:33]([Pd:34]([P:35]([c:36]2[cH:37][cH:38][cH:39][cH:40][cH:41]2)([c:42]2[cH:43][cH:44][cH:45][cH:46][cH:47]2)[c:48]2[cH:49][cH:50][cH:51][cH:52][cH:53]2)([P:54]([c:55]2[cH:56][cH:57][cH:58][cH:59][cH:60]2)([c:61]2[cH:62][cH:63][cH:64][cH:65][cH:66]2)[c:67]2[cH:68][cH:69][cH:70][cH:71][cH:72]2)[P:73]([c:74]2[cH:75][cH:76][cH:77][cH:78][cH:79]2)([c:80]2[cH:81][cH:82][cH:83][cH:84][cH:85]2)[c:86]2[cH:87][cH:88][cH:89][cH:90][cH:91]2)([c:92]2[cH:93][cH:94][cH:95][cH:96][cH:97]2)[c:98]2[cH:99][cH:100][cH:101][cH:102][cH:103]2)[cH:104][cH:105]1>>[F:1][c:2]1[c:3](-[c:20]2[n:19][cH:18][c:17]([Br:16])[cH:22][n:21]2)[c:4]([F:10])[cH:5][c:6]([O:8][CH3:9])[cH:7]1. Starting materials: CCN=C=NCCCN(C)C, CCN(C(C)C)C(C)C, Fc1ccc(Cl)c(OC2CCNCC2)c1, Cl, Cl, CN(C)C=O, O, On1nnc2ccccc21, O=C(O)CNC(=O)c1cc(-c2ccccc2)[nH]n1. Yields the product O=C(NCC(=O)N1CCC(Oc2cc(F)ccc2Cl)CC1)c1cc(-c2ccccc2)[nH]n1. RXN SMILES: [CH3:38][CH2:39][N:40]=[C:41]=[N:42][CH2:43][CH2:44][CH2:45][N:46]([CH3:47])[CH3:48].[CH:19]([N:20]([CH2:21][CH3:22])[CH:23]([CH3:24])[CH3:25])([CH3:26])[CH3:27].[Cl:51][c:52]1[c:53]([O:54][CH:55]2[CH2:56][CH2:57][NH:58][CH2:59][CH2:60]2)[cH:61][c:62]([F:65])[cH:63][cH:64]1.[ClH:49].[ClH:50].[O:66]=[CH:67][N:68]([CH3:69])[CH3:70].[OH2:71].[OH:28][n:29]1[c:30]2[c:31]([cH:32][cH:33][cH:34][cH:35]2)[n:36][n:37]1.[c:1]1(-[c:7]2[cH:8][c:9]([C:12](=[O:13])[NH:14][CH2:15][C:16](=[O:17])[OH:18])[n:10][nH:11]2)[cH:2][cH:3][cH:4][cH:5][cH:6]1>>[c:1]1(-[c:7]2[cH:8][c:9]([C:12](=[O:13])[NH:14][CH2:15][C:16](=[O:18])[N:58]3[CH2:57][CH2:56][CH:55]([O:54][c:53]4[c:52]([Cl:51])[cH:64][cH:63][c:62]([F:65])[cH:61]4)[CH2:60][CH2:59]3)[n:10][nH:11]2)[cH:2][cH:3][cH:4][cH:5][cH:6]1.